This data is from the Open Reaction Database (ORD), a public repository of structured organic reaction records. The task is: describe an organic reaction: reactants, conditions, products, and yield Starting materials: O=C(CCl)c1ccccc1Br, [BH3-]C#N, OC(c1ccc2c(c1)SCC(c1ccccc1Cl)N2)(C(F)(F)F)C(F)(F)F, Nc1ccccc1S, [Na+], CN(C)C=O. Product: Clc1ccccc1C1CSc2ccccc2N1. As a reaction SMILES: [Br:36][c:37]1[cH:38][cH:39][cH:40][cH:41][c:42]1[C:43](=[O:44])[CH2:45][Cl:46].[C:47]([BH3-:48])#[N:49].[Cl:1][c:2]1[c:3]([CH:8]2[CH2:9][S:10][c:11]3[c:12]([cH:14][cH:15][c:16]([C:18]([OH:19])([C:20]([F:21])([F:22])[F:23])[C:24]([F:25])([F:26])[F:27])[cH:17]3)[NH:13]2)[cH:4][cH:5][cH:6][cH:7]1.[NH2:28][c:29]1[cH:30][cH:31][cH:32][cH:33][c:34]1[SH:35].[Na+:50].[O:51]=[CH:52][N:53]([CH3:54])[CH3:55]>>[Cl:1][c:2]1[c:3]([CH:8]2[CH2:9][S:10][c:11]3[c:12]([cH:14][cH:15][cH:16][cH:17]3)[NH:13]2)[cH:4][cH:5][cH:6][cH:7]1. The reactants are C(#N)C1=CC=C(C(=O)NN(C(=O)OC(C)(C)C)C)C=C1 (t-butyl 3-(4-cyanobenzoyl)-2-methyl-carbazate), C1(=CC=CC=C1)OC (anisole), C(=O)(C(F)(F)F)O (TFA). Run in ClCCl (dichloromethane). The product is FC(C(=O)O)(F)F.C(#N)C1=CC=C(C(=O)NNC)C=C1 (N-(4-cyanobenzoyl)-N'-methylhydrazine, trifluoroacetate salt). Reaction SMILES: [C:1]([C:3]1[CH:20]=[CH:19][C:6]([C:7]([NH:9][N:10](C)[C:11](OC(C)(C)C)=O)=[O:8])=[CH:5][CH:4]=1)#[N:2].C1(OC)C=CC=CC=1.[C:29]([OH:35])([C:31]([F:34])([F:33])[F:32])=[O:30]>ClCCl>[F:32][C:31]([F:34])([F:33])[C:29]([OH:35])=[O:30].[C:1]([C:3]1[CH:4]=[CH:5][C:6]([C:7]([NH:9][NH:10][CH3:11])=[O:8])=[CH:19][CH:20]=1)#[N:2] |f:4.5|. Procedure details: In a similar manner to Example 14, starting material step (b), the product of step (a) (2.2 g), anisole (2 ml), dichloromethane (20 ml) and TFA (27 ml) were reacted to give N-(4-cyanobenzoyl)-N'-methylhydrazine, trifluoroacetate salt (2.3 g), as a white solid: m.p. 131°-134° C.; NMR Spectrum (DMSO--d6) 2.76 (3H, s), 8.00 (4H, s).